This data is from the Open Reaction Database (ORD), a public repository of structured organic reaction records. The task is: describe an organic reaction: reactants, conditions, products, and yield Reactants: CCOC(C)=O, Cc1cc(=O)oc2cc(SC(=O)N(C)C)ccc12, CO, Cl, Cc1ccccc1. Product: Cc1cc(=O)oc2cc(S)ccc12. RXN SMILES: [C:26]([O:27][CH2:28][CH3:29])(=[O:30])[CH3:31].[CH3:1][N:2]([CH3:3])[C:17]([S:4][c:5]1[cH:6][c:7]2[c:8]([c:9]([CH3:14])[cH:10][c:11](=[O:13])[o:12]2)[cH:15][cH:16]1)=[O:18].[CH3:33][OH:34].[ClH:32].[c:19]1([CH3:20])[cH:21][cH:22][cH:23][cH:24][cH:25]1>>[SH:4][c:5]1[cH:6][c:7]2[c:8]([c:9]([CH3:14])[cH:10][c:11](=[O:13])[o:12]2)[cH:15][cH:16]1. Starting materials: O=C(c1cccc(C(F)(F)F)c1Cl)N1CCn2c(Br)nnc2C1, CO, [Na]. Product: COc1nnc2n1CCN(C(=O)c1cccc(C(F)(F)F)c1Cl)C2. RXN SMILES: [Br:1][c:2]1[n:3][n:4][c:5]2[n:6]1[CH2:7][CH2:8][N:9]([C:11](=[O:12])[c:13]1[c:14]([Cl:23])[c:15]([C:19]([F:20])([F:21])[F:22])[cH:16][cH:17][cH:18]1)[CH2:10]2.[CH3:25][OH:26].[Na:24]>>[c:2]1([O:26][CH3:25])[n:3][n:4][c:5]2[n:6]1[CH2:7][CH2:8][N:9]([C:11](=[O:12])[c:13]1[c:14]([Cl:23])[c:15]([C:19]([F:20])([F:21])[F:22])[cH:16][cH:17][cH:18]1)[CH2:10]2.